From a dataset of the Open Reaction Database (ORD), a public repository of structured organic reaction records. describe an organic reaction: reactants, conditions, products, and yield Reactants: CNC, COc1ccc(S(=O)(=O)Cl)cc1, C1CCOC1. Product: COc1ccc(S(=O)(=O)N(C)C)cc1. As a reaction SMILES: [CH3:13][NH:14][CH3:15].[CH3:1][O:2][c:3]1[cH:4][cH:5][c:6]([S:9](=[O:10])(=[O:11])[Cl:12])[cH:7][cH:8]1.[O:16]1[CH2:17][CH2:18][CH2:19][CH2:20]1>>[CH3:1][O:2][c:3]1[cH:4][cH:5][c:6]([S:9](=[O:10])(=[O:11])[N:14]([CH3:13])[CH3:15])[cH:7][cH:8]1. Starting materials: O=C([O-])[O-], Cc1cc(-n2nc(C(C)(C)C)cc2N)ccn1, O=C(Cl)Oc1ccccc1, ClCCl, [K+], [K+]. The product is Cc1cc(-n2nc(C(C)(C)C)cc2NC(=O)Oc2ccccc2)ccn1. As a reaction SMILES: [C:18](=[O:19])([O-:20])[O-:21].[C:1]([CH3:2])([CH3:3])([CH3:4])[c:5]1[n:6][n:7](-[c:11]2[cH:12][c:13]([CH3:17])[n:14][cH:15][cH:16]2)[c:8]([NH2:10])[cH:9]1.[Cl:24][C:25](=[O:26])[O:27][c:28]1[cH:29][cH:30][cH:31][cH:32][cH:33]1.[Cl:34][CH2:35][Cl:36].[K+:22].[K+:23]>>[C:1]([CH3:2])([CH3:3])([CH3:4])[c:5]1[n:6][n:7](-[c:11]2[cH:12][c:13]([CH3:17])[n:14][cH:15][cH:16]2)[c:8]([NH:10][C:25](=[O:26])[O:27][c:28]2[cH:29][cH:30][cH:31][cH:32][cH:33]2)[cH:9]1.